Task: describe an organic reaction: reactants, conditions, products, and yield. Dataset: the Open Reaction Database (ORD), a public repository of structured organic reaction records The reactants are BrC1=C(C(=CC(=C1)C)C(C)(C)C)OC (1-bromo-3-tert-butyl-2-methoxy-5-methylbenzene), Cl[Si](C)(C)Cl (dichlorodimethylsilane), resultant mixture, C(CCC)[Li] (n-butyllithium), resultant mixture. Run in O1CCCC1 (tetrahydrofuran), CCCCCC (hexane), CCCCCC (hexane), O1CCCC1 (tetrahydrofuran), CCCCCC (hexane). Run at time 12 hour. The product is C(C)(C)(C)C=1C(=C(C=C(C1)C)[Si](C)(C)Cl)OC ((3-tert-butyl-2-methoxy-5-methylphenyl)chlorodimethylsilane). Isolated yield 88.4%. Reaction SMILES: Br[C:2]1[CH:7]=[C:6]([CH3:8])[CH:5]=[C:4]([C:9]([CH3:12])([CH3:11])[CH3:10])[C:3]=1[O:13][CH3:14].C([Li])CCC.[Cl:20][Si:21](Cl)([CH3:23])[CH3:22]>CCCCCC.O1CCCC1>[C:9]([C:4]1[C:3]([O:13][CH3:14])=[C:2]([Si:21]([Cl:20])([CH3:23])[CH3:22])[CH:7]=[C:6]([CH3:8])[CH:5]=1)([CH3:12])([CH3:11])[CH3:10]. Reported procedure: To a solution composed of tetrahydrofuran (31.5 ml), hexane (139 ml) and 1-bromo-3-tert-butyl-2-methoxy-5-methylbenzene (45 g) synthesized in the above-described procedure (2) was added a 1.6 mol/liter hexane solution (115 ml) of n-butyllithium dropwise at −40° C. over 20 minutes. The resultant mixture was kept at −40° C. for 1 hour, and tetrahydrofuran (31.5 ml) was then added dropwise. To a solution composed of dichlorodimethylsilane (131 g) and hexane (306 ml) was added the above-described mi...